Dataset: the Open Reaction Database (ORD), a public repository of structured organic reaction records. Task: describe an organic reaction: reactants, conditions, products, and yield Starting materials: O=C1Nc2ccc(Cl)cc2Nc2cscc21, S=P12SP3(=S)SP(=S)(S1)SP(=S)(S2)S3, c1ccncc1. Yields the product S=C1Nc2ccc(Cl)cc2Nc2cscc21. As a reaction SMILES: [Cl:1][c:2]1[cH:3][c:4]2[c:5]([cH:15][cH:16]1)[NH:6][C:7](=[O:14])[c:8]1[c:9]([cH:11][s:12][cH:13]1)[NH:10]2.[P:17]12(=[S:18])[S:19][P:20]3(=[S:30])[S:21][P:22](=[S:28])([S:23][P:24](=[S:27])([S:25]3)[S:26]1)[S:29]2.[cH:31]1[cH:32][cH:33][n:34][cH:35][cH:36]1>>[Cl:1][c:2]1[cH:3][c:4]2[c:5]([cH:15][cH:16]1)[NH:6][C:7](=[S:18])[c:8]1[c:9]([cH:11][s:12][cH:13]1)[NH:10]2. Starting materials: ClC1=CC=C(N=N1)OC1CN2CCC1CC2 (3-[(6-chloropyridazin-3-yl)oxy]quinuclidine), N1C=CC2=CC(=CC=C12)B(O)O (5-indolylboronic acid), N (NH3). Yields the product N12CC(C(CC1)CC2)OC2=CC=C(N=N2)C=2C=C1C=CNC1=CC2 (5-[6-(1-azabicyclo[2.2.2]oct-3-yloxy)pyridazin-3-yl]-1H-indole). RXN SMILES: Cl[C:2]1[N:7]=[N:6][C:5]([O:8][CH:9]2[CH:14]3[CH2:15][CH2:16][N:11]([CH2:12][CH2:13]3)[CH2:10]2)=[CH:4][CH:3]=1.[NH:17]1[C:25]2[C:20](=[CH:21][C:22](B(O)O)=[CH:23][CH:24]=2)[CH:19]=[CH:18]1.N>>[N:11]12[CH2:16][CH2:15][CH:14]([CH2:13][CH2:12]1)[CH:9]([O:8][C:5]1[N:6]=[N:7][C:2]([C:22]3[CH:21]=[C:20]4[C:25](=[CH:24][CH:23]=3)[NH:17][CH:18]=[CH:19]4)=[CH:3][CH:4]=1)[CH2:10]2. Reported procedure: The product of Example 7A (200 mg, 0.8 mmol) was coupled with 5-indolylboronic acid (161 mg, 1 mmol) according to the procedure of Example 3A. The title product was purified by preparative HPLC (Gilson, column, Symmetry® C-8 7 μm, 40×100 mm. Eluting Solvent, MeCN/H2O (with 0.2% v. TFA) (v. 90/10 to 10/90 over 20 min.) Flow rate, 75 mL/min., uv, 250 nm) as solid (35 mg, yield, 14%). 1H NMR (300 MHz, CD3OD) δ 1.50–1.65 (m, 1H), 1.70–1.93 (m, 2H), 2.00–2.16 (m, 1H), 2.29–2.37 (m, 1H), 2.78–3.05 (m,...